From a dataset of the Open Reaction Database (ORD), a public repository of structured organic reaction records. describe an organic reaction: reactants, conditions, products, and yield Reactants: [Br-], CCCC[N+](CCCC)(CCCC)CCCC, CN(C)C=O, O=C(Cl)C(=O)Cl, ClCCl, [N-]=[N+]=[N-], [Na+], O, O, O=C(O)c1cccc2cnccc12. Product: [N-]=[N+]=NC(=O)c1cccc2cnccc12. Reaction SMILES: [Br-:33].[CH2:34]([N+:35]([CH2:36][CH2:37][CH2:38][CH3:39])([CH2:40][CH2:41][CH2:42][CH3:43])[CH2:44][CH2:45][CH2:46][CH3:47])[CH2:48][CH2:49][CH3:50].[CH3:15][N:16]([CH3:17])[CH:18]=[O:19].[Cl:20][C:21]([C:22]([Cl:23])=[O:24])=[O:25].[Cl:30][CH2:31][Cl:32].[N-:27]=[N+:28]=[N-:29].[Na+:26].[OH2:1].[OH2:51].[cH:2]1[n:3][cH:4][cH:5][c:6]2[c:7]([C:12](=[O:13])[OH:14])[cH:8][cH:9][cH:10][c:11]12>>[cH:2]1[n:3][cH:4][cH:5][c:6]2[c:7]([C:12](=[O:14])[N:27]=[N+:28]=[N-:29])[cH:8][cH:9][cH:10][c:11]12. Starting materials: CCOC(C)=O, CN(C)C=O, O=[N+]([O-])c1ccc(F)cc1, [K+], [K+], O=C([O-])[O-], O, Oc1ccccc1. Yields the product O=[N+]([O-])c1ccc(Oc2ccccc2)cc1. Reaction SMILES: [CH3:24][CH2:25][O:26][C:27](=[O:28])[CH3:29].[CH3:30][N:31]([CH3:32])[CH:33]=[O:34].[F:1][c:2]1[cH:3][cH:4][c:5]([N+:8](=[O:9])[O-:10])[cH:6][cH:7]1.[K+:18].[K+:19].[O-:20][C:21]([O-:22])=[O:23].[OH2:35].[OH:11][c:12]1[cH:13][cH:14][cH:15][cH:16][cH:17]1>>[c:2]1([O:11][c:12]2[cH:13][cH:14][cH:15][cH:16][cH:17]2)[cH:3][cH:4][c:5]([N+:8](=[O:9])[O-:10])[cH:6][cH:7]1. The reactants are CC=1C(C=C(C(C1)=O)C)=O (2,5-dimethyl-p-benzoquinone), C(C)(=O)OCC (ethyl acetate), Cl (hydrochloric acid), Br[Zn]CC(=O)OCC (BrZnCH2COOEt). The solvent is C1CCOC1 (THF), C1CCOC1 (THF), C1CCOC1 (THF). Yields the product C(C)OC(CC1(C(=CC(C(=C1)C)=O)C)O)=O (ethyl(1-hydroxy-2,5-dimethyl-4-oxocyclohexa-2,5-dien-1-yl)acetate). Yield: 87.0%. As a reaction SMILES: Br[Zn][CH2:3][C:4]([O:6][CH2:7][CH3:8])=[O:5].[CH3:9][C:10]1[C:11](=[O:18])[CH:12]=[C:13]([CH3:17])[C:14](=[O:16])[CH:15]=1.Cl.C(OCC)(=O)C>C1COCC1>[CH2:7]([O:6][C:4](=[O:5])[CH2:3][C:11]1([OH:18])[CH:12]=[C:13]([CH3:17])[C:14](=[O:16])[CH:15]=[C:10]1[CH3:9])[CH3:8]. Reported procedure: Under nitrogen atmosphere, 6 mL of THF was added to 1.22 g (2 mmol, 0.6 equivalent) of (BrZnCH2COOEt.THF)2. Under argon atmosphere, a solution of 0.45 g (3.33 mmol) of 2,5-dimethyl-p-benzoquinone in 3 mL of THF was added dropwise while stirring at. 0˜5° C. The mixture was stirred at 20˜25° C. for 1 hour. 5 mL of 1N hydrochloric acid was added dropwise at 20° C. or lower, followed by dilution with 25 mL of ethyl acetate. Then, the layers were separated. The organic layer was washed successively w... The reactants are C(C)(=O)OCC=1N(C(N=C(N1)SC)=O)CC=1SC(=CC1)C(F)(F)F ([4-(methylthio)-6-oxo-1-{[5-(trifluoromethyl)thiophen-2-yl]methyl}-1,6-dihydro-1,3,5-triazin-2-yl]methyl acetate), FC1=CC=C(C=C1)N1CCNCC1 (1-(4-fluorophenyl)piperazine). Product: FC1=CC=C(C=C1)N1CCN(CC1)C1=NC(N(C(=N1)CO)CC=1SC(=CC1)C(F)(F)F)=O (4-[4-(4-Fluorophenyl)piperazin-1-yl]-6-(hydroxymethyl)-1-{[5-(trifluoromethyl)thiophen-2-yl]methyl}-1,3,5-triazin-2(1H)-one). Isolated yield 15.0%. Reaction SMILES: C([O:4][CH2:5][C:6]1[N:7]([CH2:15][C:16]2[S:17][C:18]([C:21]([F:24])([F:23])[F:22])=[CH:19][CH:20]=2)[C:8](=[O:14])[N:9]=[C:10](SC)[N:11]=1)(=O)C.[F:25][C:26]1[CH:31]=[CH:30][C:29]([N:32]2[CH2:37][CH2:36][NH:35][CH2:34][CH2:33]2)=[CH:28][CH:27]=1>>[F:25][C:26]1[CH:27]=[CH:28][C:29]([N:32]2[CH2:37][CH2:36][N:35]([C:10]3[N:11]=[C:6]([CH2:5][OH:4])[N:7]([CH2:15][C:16]4[S:17][C:18]([C:21]([F:22])([F:23])[F:24])=[CH:19][CH:20]=4)[C:8](=[O:14])[N:9]=3)[CH2:34][CH2:33]2)=[CH:30][CH:31]=1. Procedure: The synthesis was performed using [4-(methylthio)-6-oxo-1-{[5-(trifluoromethyl)thiophen-2-yl]methyl}-1,6-dihydro-1,3,5-triazin-2-yl]methyl acetate synthesized in Reference Synthesis Example 330 and 1-(4-fluorophenyl)piperazine in a similar manner to Reference Synthesis Example 348 to obtain the title compound (yield: 15%) of Synthesis Example 458a and the title compound (yield: 65%) of Synthesis Example 458b.